Dataset: the Open Reaction Database (ORD), a public repository of structured organic reaction records. Task: describe an organic reaction: reactants, conditions, products, and yield Starting materials: C(#N)C1=CC=C2C=3C(C4=C(C(C3NC2=C1)(C)C)C=C(C=C4)OS(=O)(=O)C(F)(F)F)=O (Trifluoro-methanesulfonic acid 3-cyano-6,6-dimethyl-11-oxo-6,11-dihydro-5H-benzo[b]carbazol-8-yl ester), N1CCOCC1 (morpholine). Product: CC1(C2=C(C(C=3C4=CC=C(C=C4NC13)C#N)=O)C=CC(=C2)N2CCOCC2)C (6,6-Dimethyl-8-morpholin-4-yl-11-oxo-6,11-dihydro-5H-benzo[b]carbazole-3-carbonitrile). As a reaction SMILES: [C:1]([C:3]1[CH:15]=[C:14]2[C:6]([C:7]3[C:8](=[O:30])[C:9]4[CH:21]=[CH:20][C:19](OS(C(F)(F)F)(=O)=O)=[CH:18][C:10]=4[C:11]([CH3:17])([CH3:16])[C:12]=3[NH:13]2)=[CH:5][CH:4]=1)#[N:2].[NH:31]1[CH2:36][CH2:35][O:34][CH2:33][CH2:32]1>>[CH3:17][C:11]1([CH3:16])[C:12]2[NH:13][C:14]3[C:6](=[CH:5][CH:4]=[C:3]([C:1]#[N:2])[CH:15]=3)[C:7]=2[C:8](=[O:30])[C:9]2[CH:21]=[CH:20][C:19]([N:31]3[CH2:36][CH2:35][O:34][CH2:33][CH2:32]3)=[CH:18][C:10]1=2. Reported procedure: Under the same conditions as the method for synthesizing Compound B2-1, the title compound was prepared from Compound B1 and morpholine. Reactants: Cc1ccc(S(=O)(=O)OCCC2CC2)cc1, CCOC(=O)c1sc(-n2ccc(O)cc2=O)nc1C. The product is CCOC(=O)c1sc(-n2ccc(OCCC3CC3)cc2=O)nc1C. RXN SMILES: [CH:1]1([CH2:4][CH2:5][O:6][S:7]([c:8]2[cH:9][cH:10][c:11]([CH3:12])[cH:13][cH:14]2)(=[O:15])=[O:16])[CH2:2][CH2:3]1.[OH:17][c:18]1[cH:19][c:20](=[O:35])[n:21](-[c:24]2[s:25][c:26]([C:30](=[O:31])[O:32][CH2:33][CH3:34])[c:27]([CH3:29])[n:28]2)[cH:22][cH:23]1>>[CH:1]1([CH2:4][CH2:5][O:6][c:18]2[cH:19][c:20](=[O:35])[n:21](-[c:24]3[s:25][c:26]([C:30](=[O:31])[O:32][CH2:33][CH3:34])[c:27]([CH3:29])[n:28]3)[cH:22][cH:23]2)[CH2:2][CH2:3]1. Reactants: CC1=C(C(=CC(=C1)OC)C)S(=O)(=O)Cl (2,6-dimethyl-4-methoxybenzenesulfonyl chloride), CNCC1=NC2=C(N1)C(=CC=C2)C(=O)OC (methyl 2-((methylamino)methyl)-1H-benzo[d]imidazole-7-carboxylate), TEA. Solvent: C(Cl)Cl (methylene chloride), C(Cl)Cl (methylene chloride), C(Cl)Cl (methylene chloride). Reaction conditions: time 16 hour. Product: COC1=CC(=C(C(=C1)C)S(=O)(=O)N(C)CC1=NC2=C(N1)C(=CC=C2)C(=O)OC)C (Methyl 2-((4-methoxy-N,2,6-trimethylphenylsulfonamido)methyl)-1H-benzo[d]imidazole-7-carboxylate). Isolated yield 46.0%. RXN SMILES: [CH3:1][C:2]1[CH:7]=[C:6]([O:8][CH3:9])[CH:5]=[C:4]([CH3:10])[C:3]=1[S:11](Cl)(=[O:13])=[O:12].[CH3:15][NH:16][CH2:17][C:18]1[NH:22][C:21]2[C:23]([C:27]([O:29][CH3:30])=[O:28])=[CH:24][CH:25]=[CH:26][C:20]=2[N:19]=1>C(Cl)Cl>[CH3:9][O:8][C:6]1[CH:7]=[C:2]([CH3:1])[C:3]([S:11]([N:16]([CH2:17][C:18]2[NH:22][C:21]3[C:23]([C:27]([O:29][CH3:30])=[O:28])=[CH:24][CH:25]=[CH:26][C:20]=3[N:19]=2)[CH3:15])(=[O:13])=[O:12])=[C:4]([CH3:10])[CH:5]=1. Procedure: A solution of 2,6-dimethyl-4-methoxybenzenesulfonyl chloride (12.54 mmol, 1.0 eq.) in methylene chloride (12 ml) was added to a cooled solution (0° C.) of methyl 2-((methylamino)methyl)-1H-benzo[d]imidazole-7-carboxylate (12.54 mmol, 1.0 eq.) and TEA (2.5 eq.) in abs. methylene chloride (60 ml). The reaction mixture was stirred at room temperature for 16 h. The reaction mixture was then diluted with methylene chloride and washed successively with water and sat. NaCl solution. The organic phase w... Starting materials: COC(=O)C1=C(C)N(CCc2ccoc2)C(C)=C(C(=O)OC)C1c1ccc(C)cc1, [Cl-], [Cl-], [Cl-], [Cl-], [Ti+4]. Product: COC(=O)C1=C(C)N2CCc3ccoc3C2(C)C(C(=O)OC)C1c1ccc(C)cc1. As a reaction SMILES: [CH3:1][C:2]1=[C:7]([C:8](=[O:9])[O:10][CH3:11])[CH:6]([c:12]2[cH:13][cH:14][c:15]([CH3:18])[cH:16][cH:17]2)[C:5]([C:19](=[O:20])[O:21][CH3:22])=[C:4]([CH3:23])[N:3]1[CH2:24][CH2:25][c:26]1[cH:27][o:28][cH:29][cH:30]1.[Cl-:31].[Cl-:32].[Cl-:33].[Cl-:34].[Ti+4:35]>>[CH3:1][C:2]1=[C:7]([C:8](=[O:9])[O:10][CH3:11])[CH:6]([c:12]2[cH:13][cH:14][c:15]([CH3:18])[cH:16][cH:17]2)[CH:5]([C:19](=[O:20])[O:21][CH3:22])[C:4]2([CH3:23])[N:3]1[CH2:24][CH2:25][c:26]1[c:27]2[o:28][cH:29][cH:30]1. Conditions: time 36 hour. Yields the product C(CCC)OCCOC1=CC=C(C=C1)C=1C=CC2=C(C=C(CCN2CC2=C(N=C(S2)C)C)C(=O)OC)C1 (methyl 7-[4-(2-butoxyethoxy)phenyl]-1-(2,4-dimethyl-1,3-thiazol-5-ylmethyl)-2,3-dihydro-1-benzazepine-4-carboxylate). The solvent is ClCCCl (1,2-dichloroethane). Yield: 28.1%. Procedure: In 1,2-dichloroethane (21 ml) was dissolved methyl 7-[4-(2-butoxyethoxy)phenyl]-1-benzazepine-4-carboxylate (0.70 g). To the solution were added 2,4-dimethyl-1,3-thiazole-5-carbaldehyde (0.62 g) and sodium triacetoxyborohydride (1.5 g), and the mixture was stirred at room temperature for 36 hours. After stirred at 60° C. for 12 hours, the mixture was cooled to room temperature, and the solvent was removed under reduced pressure. The residue was added to water, and the mixture was extracted with ... Starting materials: C(CCC)OCCOC1=CC=C(C=C1)C=1C=CC2=C(CC(=CC=N2)C(=O)OC)C1 (methyl 7-[4-(2-butoxyethoxy)phenyl]-1-benzazepine-4-carboxylate), CC=1SC(=C(N1)C)C=O (2,4-dimethyl-1,3-thiazole-5-carbaldehyde), C(C)(=O)O[BH-](OC(C)=O)OC(C)=O.[Na+] (sodium triacetoxyborohydride). As a reaction SMILES: [CH2:1]([O:5][CH2:6][CH2:7][O:8][C:9]1[CH:14]=[CH:13][C:12]([C:15]2[CH:16]=[CH:17][C:18]3[N:24]=[CH:23][CH:22]=[C:21]([C:25]([O:27][CH3:28])=[O:26])[CH2:20][C:19]=3[CH:29]=2)=[CH:11][CH:10]=1)[CH2:2][CH2:3][CH3:4].[CH3:30][C:31]1[S:32][C:33]([CH:37]=O)=[C:34]([CH3:36])[N:35]=1.C(O[BH-](OC(=O)C)OC(=O)C)(=O)C.[Na+]>ClCCCl>[CH2:1]([O:5][CH2:6][CH2:7][O:8][C:9]1[CH:10]=[CH:11][C:12]([C:15]2[CH:16]=[CH:17][C:18]3[N:24]([CH2:37][C:33]4[S:32][C:31]([CH3:30])=[N:35][C:34]=4[CH3:36])[CH2:23][CH2:22][C:21]([C:25]([O:27][CH3:28])=[O:26])=[CH:20][C:19]=3[CH:29]=2)=[CH:13][CH:14]=1)[CH2:2][CH2:3][CH3:4] |f:2.3|. The reactants are CCOC(C)=O, O=C1N(C(c2ccccc2)c2ccccc2)c2ccccc2C12COc1cc(OCc3ccccc3)ccc12, CO. Yields the product O=C1N(C(c2ccccc2)c2ccccc2)c2ccccc2C12COc1cc(O)ccc12. As a reaction SMILES: [C:40]([O:41][CH2:42][CH3:43])(=[O:44])[CH3:45].[CH2:1]([c:2]1[cH:3][cH:4][cH:5][cH:6][cH:7]1)[O:8][c:9]1[cH:10][c:11]2[c:12]([cH:38][cH:39]1)[C:13]1([CH2:14][O:15]2)[C:16](=[O:37])[N:17]([CH:24]([c:25]2[cH:26][cH:27][cH:28][cH:29][cH:30]2)[c:31]2[cH:32][cH:33][cH:34][cH:35][cH:36]2)[c:18]2[cH:19][cH:20][cH:21][cH:22][c:23]21.[CH3:46][OH:47]>>[OH:8][c:9]1[cH:10][c:11]2[c:12]([cH:38][cH:39]1)[C:13]1([CH2:14][O:15]2)[C:16](=[O:37])[N:17]([CH:24]([c:25]2[cH:26][cH:27][cH:28][cH:29][cH:30]2)[c:31]2[cH:32][cH:33][cH:34][cH:35][cH:36]2)[c:18]2[cH:19][cH:20][cH:21][cH:22][c:23]21.